This data is from the Open Reaction Database (ORD), a public repository of structured organic reaction records. The task is: describe an organic reaction: reactants, conditions, products, and yield Starting materials: O(C1=CC=CC=C1)C1=C(C(=O)OC)C=CC(=C1)C(=O)OC (dimethyl phenoxyterephthalate), [OH-].[Na+] (NaOH). The solvent is O (water), O (water). Reaction conditions: time 8 hour. Yields the product C(=O)(OC)C1=C(C=C(C(=O)O)C=C1)OC1=CC=CC=C1 (4-carbomethoxy-3-phenoxybenzoic acid). Yield: 66.7%. RXN SMILES: [O:1]([C:8]1[CH:17]=[C:16]([C:18]([O:20]C)=[O:19])[CH:15]=[CH:14][C:9]=1[C:10]([O:12][CH3:13])=[O:11])[C:2]1[CH:7]=[CH:6][CH:5]=[CH:4][CH:3]=1.[OH-].[Na+]>O>[C:10]([C:9]1[CH:14]=[CH:15][C:16]([C:18]([OH:20])=[O:19])=[CH:17][C:8]=1[O:1][C:2]1[CH:7]=[CH:6][CH:5]=[CH:4][CH:3]=1)([O:12][CH3:13])=[O:11] |f:1.2|. Procedure: To a mixture of dimethyl phenoxyterephthalate (10.4 g) in water. (50 mL) was added 50% aqueous NaOH (2.32 g) and water (4 mL) and the reaction mixture was stirred overnight at ambient temperature. The reaction mixture was concentrated in vacuo and the residue was partitioned between water and ether. The aqueous phase was acidified (a solid formed) and extracted with dichloromethane. The organic phase was dried over Na2SO4, filtered, and concentrated in vacuo to give 4-carbomethoxy-3-phenoxybenzo... The reactants are IC1=CC=C(C=O)C=C1 (4-iodobenzaldehyde), CO (MeOH), TEA, O (water), CCOCC (Et2O). Run at time 15 minute. Yields the product IC1=CC=C(C=C1)C(OC)OC (1-Iodo-4-(1,1-dimethoxymethyl)benzene). The yield is 96.0%. As a reaction SMILES: [I:1][C:2]1[CH:9]=[CH:8][C:5]([CH:6]=[O:7])=[CH:4][CH:3]=1.O.C[CH2:12][O:13]CC.[CH3:16]O>Cl[Ti](Cl)(Cl)Cl>[I:1][C:2]1[CH:9]=[CH:8][C:5]([CH:6]([O:13][CH3:12])[O:7][CH3:16])=[CH:4][CH:3]=1. Procedure: A solution of 4-iodobenzaldehyde (10.0 g, 43.1 mmol) in MeOH (150 mL) was treated with TiCl4 (80 μL, 430 μmol) under argon for 15 min. TEA (0.2 mL) was added. After 15 min, water and Et2O were added. The organic layer was collected, dried (Na2SO4), filtered, and concentrated to give a pale yellow oil (11.5 g, 96%): 1H NMR δ 3.30 (s, 6H), 5.34 (s, 1H), 7.19 (d, J=8.4 Hz, 2H), 7.70 (d, J=8.4 Hz, 2H); 13C NMR δ 52.4, 94.3, 102.1, 128.6, 137.1, 137.6. The reagents and catalysts are Cl[Ti](Cl)(Cl)Cl (TiCl4). Reactants: C1CCOC1, Cc1ccccc1, CC(C)(C)OC(=O)N1CCCC(C(=O)c2cc(F)cc(Cl)c2)C1. Product: CC(C)(C)OC(=O)N1CCCC(C(O)c2cc(F)cc(Cl)c2)C1. RXN SMILES: [CH2:31]1[O:32][CH2:33][CH2:34][CH2:35]1.[CH3:1][c:2]1[cH:3][cH:4][cH:5][cH:6][cH:7]1.[Cl:8][c:9]1[cH:10][c:11]([C:12](=[O:13])[CH:14]2[CH2:15][N:16]([C:20](=[O:21])[O:22][C:23]([CH3:24])([CH3:25])[CH3:26])[CH2:17][CH2:18][CH2:19]2)[cH:27][c:28]([F:30])[cH:29]1>>[Cl:8][c:9]1[cH:10][c:11]([CH:12]([OH:13])[CH:14]2[CH2:15][N:16]([C:20](=[O:21])[O:22][C:23]([CH3:24])([CH3:25])[CH3:26])[CH2:17][CH2:18][CH2:19]2)[cH:27][c:28]([F:30])[cH:29]1.